This data is from the Open Reaction Database (ORD), a public repository of structured organic reaction records. The task is: describe an organic reaction: reactants, conditions, products, and yield Starting materials: C(C)(=O)OCCCOC1=C(C=C(C=C1)C1=CC=C(C=C1)C1=CC=CC=C1C(=O)OCC)C1=CC(=C(C=C1)NCC)C(C)(C)C (ethyl 4′-(3-acetoxypropoxy)-3″-tert-butyl-4″-ethylamino-[1,1′;3′,1″]terphenyl-4-benzoate), C(C)(=O)O (acetic acid), [OH-].[Na+] (sodium hydroxide), O (H2O), O (H2O). The solvent is C(C)O (ethanol). Run at time 1 hour. Product: C(C)(C)(C)C=1C=C(C=CC1NCC)C=1C=C(C=CC1OCCCO)C1=CC=C(C=C1)C(=O)O (3″-tert-butyl-4″-ethylamino-4′-(3-hydroxypropoxy)-[1,1′;3′,1″]terphenyl-4-carboxylic acid), powder. The yield is 89.0%. Reaction SMILES: C([O:4][CH2:5][CH2:6][CH2:7][O:8][C:9]1[CH:14]=[CH:13][C:12]([C:15]2[CH:20]=[CH:19][C:18](C3C(C(OCC)=O)=CC=CC=3)=[CH:17][CH:16]=2)=[CH:11][C:10]=1[C:32]1[CH:37]=[CH:36][C:35]([NH:38][CH2:39][CH3:40])=[C:34]([C:41]([CH3:44])([CH3:43])[CH3:42])[CH:33]=1)(=O)C.[OH-].[Na+].O.[C:48]([OH:51])(=[O:50])C>C(O)C>[C:41]([C:34]1[CH:33]=[C:32]([C:10]2[CH:11]=[C:12]([C:15]3[CH:16]=[CH:17][C:18]([C:48]([OH:51])=[O:50])=[CH:19][CH:20]=3)[CH:13]=[CH:14][C:9]=2[O:8][CH2:7][CH2:6][CH2:5][OH:4])[CH:37]=[CH:36][C:35]=1[NH:38][CH2:39][CH3:40])([CH3:44])([CH3:42])[CH3:43] |f:1.2|. Procedure: 900 mg (1.74 mmol; 1 eq.) of ethyl 4′-(3-acetoxypropoxy)-3″-tert-butyl-4″-ethylamino-[1,1′;3′,1″]terphenyl-4-benzoate are dissolved in 10 ml of absolute ethanol. 312 mg (7.8 mmol; 4.5 eq.) of sodium hydroxide and 4 ml of H2O are added at room temperature and the mixture is then heated to reflux. These conditions are maintained for about 1 hour 30 minutes. The reaction medium is concentrated to a small volume; H2O is added to the precipitate formed, and the mixture is then acidified with acetic a... The reactants are NC1=C(C=C(C=C1)F)NC1=NC=C(C(=N1)N[C@@H]1CCC(C2=CC=CC=C12)=O)[N+](=O)[O-] ((R)-4-(2-(2-amino-5-fluorophenylamino)-5-nitropyrimidin-4-ylamino)-3,4-dihydronaphthalen-1(2H)-one), C(OC)(OC)OC (CH(OMe)3). Run in CO.C1CCOC1 (MeOH THF). Product: FC=1C=CC2=C(N(C=N2)C2=NC=C(C(=N2)N[C@@H]2CCC(C3=CC=CC=C23)=O)[N+](=O)[O-])C1 ((4R)-4-(2-(6-Fluoro-1H-benzo[d]imidazol-1-yl)-5-nitropyrimidin-4-ylamino)-3,4-dihydronaphthalen-1(2H)-one). As a reaction SMILES: [NH2:1][C:2]1[CH:7]=[CH:6][C:5]([F:8])=[CH:4][C:3]=1[NH:9][C:10]1[N:15]=[C:14]([NH:16][C@H:17]2[C:26]3[C:21](=[CH:22][CH:23]=[CH:24][CH:25]=3)[C:20](=[O:27])[CH2:19][CH2:18]2)[C:13]([N+:28]([O-:30])=[O:29])=[CH:12][N:11]=1.[CH:31](OC)(OC)OC>CO.C1COCC1>[F:8][C:5]1[CH:6]=[CH:7][C:2]2[N:1]=[CH:31][N:9]([C:10]3[N:15]=[C:14]([NH:16][C@H:17]4[C:26]5[C:21](=[CH:22][CH:23]=[CH:24][CH:25]=5)[C:20](=[O:27])[CH2:19][CH2:18]4)[C:13]([N+:28]([O-:30])=[O:29])=[CH:12][N:11]=3)[C:3]=2[CH:4]=1 |f:2.3|. Procedure: A solution of (R)-4-(2-(2-amino-5-fluorophenylamino)-5-nitropyrimidin-4-ylamino)-3,4-dihydronaphthalen-1(2H)-one (120 mg) and CH(OMe)3 (2.5 mL) in MeOH/THF (2.5 mL/10 mL) was stirred at room temperature overnight. Volatiles were removed in vacuo and the residue was purified by PTLC (EtOAc) to afford 80 mg of the title compound. Starting materials: CC(C(=O)OCC)(CCCOC1=CC=C(C=C1)C=1N=C(SC1)C)C (ethyl 2,2-dimethyl-5-[p-(2-methyl-4-thiazolyl)phenoxy]pentanoate), [OH-].[Na+] (sodium hydroxide). The solvent is C(C)O (ethanol). Yields the product desired product, CC(C(=O)[O-])(CCCOC1=CC=C(C=C1)C=1N=C(SC1)C)C.[Na+] (sodium 2,2-dimethyl-5-[p-(2-methyl-4-thiazolyl)phenoxy]pentanoate). Reaction SMILES: [OH-].[Na+:2].[CH3:3][C:4]([CH3:26])([CH2:10][CH2:11][CH2:12][O:13][C:14]1[CH:19]=[CH:18][C:17]([C:20]2[N:21]=[C:22]([CH3:25])[S:23][CH:24]=2)=[CH:16][CH:15]=1)[C:5]([O:7]CC)=[O:6]>C(O)C>[CH3:3][C:4]([CH3:26])([CH2:10][CH2:11][CH2:12][O:13][C:14]1[CH:19]=[CH:18][C:17]([C:20]2[N:21]=[C:22]([CH3:25])[S:23][CH:24]=2)=[CH:16][CH:15]=1)[C:5]([O-:7])=[O:6].[Na+:2] |f:0.1,4.5|. Reported procedure: In 5 ml of ethanol was dissolved in 1.40 g of ethyl 2,2-dimethyl-5-[p-(2-methyl-4-thiazolyl)phenoxy]pentanoate obtained in EXAMPLE 5. The solution was added to an aqueous sodium hydroxide solution (0.4 g of sodium hydroxide in 5 ml of water) and the mixture refluxed for 10 hours. After cooling, the precipitated crystals was washed with water to obtain the desired product, sodium 2,2-dimethyl-5-[p-(2-methyl-4-thiazolyl)phenoxy]pentanoate as white crystals. Reactants: FC(C(=O)OC(C(F)(F)F)=O)(F)F (trifluoroacetic anhydride), C(O)([O-])=O.[Na+] (sodium hydrogen carbonate), C(C(C)C)OC=1C=NC=C(C(=O)OC)C1 (methyl 5-isobutoxynicotinate), NC(=O)N.OO (urea hydrogen peroxide). Solvent: C(C)#N (acetonitrile). Run at temperature 0 celsius, time 2 hour. Product: crude product, C(C(C)C)OC=1C=[N+](C=C(C1)C(=O)OC)[O-] (3-isobutoxy-5-(methoxycarbonyl)pyridine 1-oxide). Isolated yield 127.5%. Reaction SMILES: [CH2:1]([O:5][C:6]1[CH:7]=[N:8][CH:9]=[C:10]([CH:15]=1)[C:11]([O:13][CH3:14])=[O:12])[CH:2]([CH3:4])[CH3:3].NC(N)=[O:18].OO.FC(F)(F)C(OC(=O)C(F)(F)F)=O.C(=O)([O-])O.[Na+]>C(#N)C>[CH2:1]([O:5][C:6]1[CH:7]=[N+:8]([O-:18])[CH:9]=[C:10]([C:11]([O:13][CH3:14])=[O:12])[CH:15]=1)[CH:2]([CH3:4])[CH3:3] |f:1.2,4.5|. Procedure: Under a nitrogen atmosphere, to a mixture of methyl 5-isobutoxynicotinate (5.13 g), urea-hydrogen peroxide adduct (4.84 g) and acetonitrile (82 mL) was added trifluoroacetic anhydride (8.25 mL) at 0° C., and the mixture was stirred at 0° C. for 2 hr. Saturated aqueous sodium hydrogen carbonate solution was added to the reaction mixture, and the solvent was evaporated under reduced pressure. The residue was filtered, and washed with acetonitrile. The solvent in the filtrate was evaporated under r... Starting materials: CC1=C(OCCCC(=O)N2CCCC3=C(C=CC=C23)B2OC(C(O2)(C)C)(C)C)C=CC=C1C (4-(2,3-dimethylphenoxy)-1-(5-(4,4,5,5-tetramethyl-1,3,2-dioxaborolan-2-yl)-3,4-dihydroquinolin-1(2H)-yl)butan-1-one), BrC1=CC(=NC=C1)C(=O)OC (methyl 4-bromopicolinate), C([O-])([O-])=O.[K+].[K+] (potassium carbonate), O (water). The reagents and catalysts are C=1C=CC(=CC1)[P](C=2C=CC=CC2)(C=3C=CC=CC3)[Pd]([P](C=4C=CC=CC4)(C=5C=CC=CC5)C=6C=CC=CC6)([P](C=7C=CC=CC7)(C=8C=CC=CC8)C=9C=CC=CC9)[P](C=1C=CC=CC1)(C=1C=CC=CC1)C=1C=CC=CC1 (tetrakis(triphenylphosphine)palladium). Run in O1CCOCC1 (dioxane). Run at temperature 90 celsius, time 16 hour. Product: CC1=C(OCCCC(=O)N2CCCC3=C(C=CC=C23)C2=CC(=NC=C2)C(=O)OC)C=CC=C1C (Methyl 4-(1-(4-(2,3-dimethylphenoxy)butanoyl)-1,2,3,4-tetrahydroquinolin-5-yl)picolinate). The yield is 85.8%. RXN SMILES: [CH3:1][C:2]1[C:32]([CH3:33])=[CH:31][CH:30]=[CH:29][C:3]=1[O:4][CH2:5][CH2:6][CH2:7][C:8]([N:10]1[C:19]2[C:14](=[C:15](B3OC(C)(C)C(C)(C)O3)[CH:16]=[CH:17][CH:18]=2)[CH2:13][CH2:12][CH2:11]1)=[O:9].Br[C:35]1[CH:40]=[CH:39][N:38]=[C:37]([C:41]([O:43][CH3:44])=[O:42])[CH:36]=1.C(=O)([O-])[O-].[K+].[K+].O>O1CCOCC1.C1C=CC([P]([Pd]([P](C2C=CC=CC=2)(C2C=CC=CC=2)C2C=CC=CC=2)([P](C2C=CC=CC=2)(C2C=CC=CC=2)C2C=CC=CC=2)[P](C2C=CC=CC=2)(C2C=CC=CC=2)C2C=CC=CC=2)(C2C=CC=CC=2)C2C=CC=CC=2)=CC=1>[CH3:1][C:2]1[C:32]([CH3:33])=[CH:31][CH:30]=[CH:29][C:3]=1[O:4][CH2:5][CH2:6][CH2:7][C:8]([N:10]1[C:19]2[C:14](=[C:15]([C:35]3[CH:40]=[CH:39][N:38]=[C:37]([C:41]([O:43][CH3:44])=[O:42])[CH:36]=3)[CH:16]=[CH:17][CH:18]=2)[CH2:13][CH2:12][CH2:11]1)=[O:9] |f:2.3.4,^1:61,63,82,101|. Reported procedure: To a degassed solution of 4-(2,3-dimethylphenoxy)-1-(5-(4,4,5,5-tetramethyl-1,3,2-dioxaborolan-2-yl)-3,4-dihydroquinolin-1(2H)-yl)butan-1-one (0.020 g, 0.045 mmol), methyl 4-bromopicolinate (0.019 g, 0.089 mmol) and potassium carbonate (0.018 g, 0.134 mmol) in dioxane (0.50 mL)/water (0.20 mL) was added tetrakis(triphenylphosphine)palladium (2.57 mg, 2.225 μmol). Upon completion of addition, the vial was purged with argon, sealed, and stirred at 90° C. for 16 h. After cooling to room temperature... The reactants are N1(CCOCC1)C(=O)N1CC(CC(C1)C1=CC=C(C=C1)C(F)(F)F)C(=O)O (1-(Morpholin-4-ylcarbonyl)-5-[4-(trifluoromethyl)phenyl]piperidine-3-carboxylic acid), NC(C(=O)OCC)=NO (ethyl amino(hydroximino)ethanoate). The product is N1(CCOCC1)C(=O)N1CC(CC(C1)C1=CC=C(C=C1)C(F)(F)F)C1=NC(=NO1)C(=O)OCC (Ethyl 5-{1-(morpholin-4-ylcarbonyl)-5-[4-(trifluoromethyl)phenyl]piperidin-3-yl}-1,2,4-oxadiazole-3-carboxylate). As a reaction SMILES: [N:1]1([C:7]([N:9]2[CH2:14][CH:13]([C:15]3[CH:20]=[CH:19][C:18]([C:21]([F:24])([F:23])[F:22])=[CH:17][CH:16]=3)[CH2:12][CH:11]([C:25]([OH:27])=O)[CH2:10]2)=[O:8])[CH2:6][CH2:5][O:4][CH2:3][CH2:2]1.[NH2:28][C:29](=[N:35]O)[C:30]([O:32][CH2:33][CH3:34])=[O:31]>>[N:1]1([C:7]([N:9]2[CH2:14][CH:13]([C:15]3[CH:16]=[CH:17][C:18]([C:21]([F:22])([F:24])[F:23])=[CH:19][CH:20]=3)[CH2:12][CH:11]([C:25]3[O:27][N:35]=[C:29]([C:30]([O:32][CH2:33][CH3:34])=[O:31])[N:28]=3)[CH2:10]2)=[O:8])[CH2:2][CH2:3][O:4][CH2:5][CH2:6]1. Procedure details: 200 mg (about 0.47 mmol) of the compound from Example 49A and 54 mg (0.41 mmol) of ethyl amino(hydroximino)ethanoate were reacted according to the General Method 1. Yield: 17 mg (8% of theory). Starting materials: CCOC(=O)C1(NC(=O)c2cccc(C)c2I)Cc2ccccc2C1, CCC=C(CC)B1Oc2ccccc2O1, C1COCCO1, c1ccc(P(c2ccccc2)(c2ccccc2)[Pd](P(c2ccccc2)(c2ccccc2)c2ccccc2)(P(c2ccccc2)(c2ccccc2)c2ccccc2)P(c2ccccc2)(c2ccccc2)c2ccccc2)cc1. The product is CCC=C(CC)c1c(C)cccc1C(=O)NC1(C(=O)OCC)Cc2ccccc2C1. Reaction SMILES: [CH2:1]([CH3:2])[O:3][C:4](=[O:5])[C:6]1([NH:15][C:16]([c:17]2[c:18]([I:24])[c:19]([CH3:23])[cH:20][cH:21][cH:22]2)=[O:25])[CH2:7][c:8]2[cH:9][cH:10][cH:11][cH:12][c:13]2[CH2:14]1.[CH2:26]([CH3:27])[C:28](=[CH:29][CH2:30][CH3:31])[B:32]1[O:33][c:34]2[cH:35][cH:36][cH:37][cH:38][c:39]2[O:40]1.[O:41]1[CH2:42][CH2:43][O:44][CH2:45][CH2:46]1.[cH:47]1[cH:48][cH:49][c:50]([P:51]([Pd:52]([P:53]([c:54]2[cH:55][cH:56][cH:57][cH:58][cH:59]2)([c:60]2[cH:61][cH:62][cH:63][cH:64][cH:65]2)[c:66]2[cH:67][cH:68][cH:69][cH:70][cH:71]2)([P:72]([c:73]2[cH:74][cH:75][cH:76][cH:77][cH:78]2)([c:79]2[cH:80][cH:81][cH:82][cH:83][cH:84]2)[c:85]2[cH:86][cH:87][cH:88][cH:89][cH:90]2)[P:91]([c:92]2[cH:93][cH:94][cH:95][cH:96][cH:97]2)([c:98]2[cH:99][cH:100][cH:101][cH:102][cH:103]2)[c:104]2[cH:105][cH:106][cH:107][cH:108][cH:109]2)([c:110]2[cH:111][cH:112][cH:113][cH:114][cH:115]2)[c:116]2[cH:117][cH:118][cH:119][cH:120][cH:121]2)[cH:122][cH:123]1>>[CH2:1]([CH3:2])[O:3][C:4](=[O:5])[C:6]1([NH:15][C:16]([c:17]2[c:18]([C:28]([CH2:26][CH3:27])=[CH:29][CH2:30][CH3:31])[c:19]([CH3:23])[cH:20][cH:21][cH:22]2)=[O:25])[CH2:7][c:8]2[cH:9][cH:10][cH:11][cH:12][c:13]2[CH2:14]1. Starting materials: COC(=O)Cn1c(C)cc(OS(=O)(=O)C(F)(F)F)c([N+](=O)[O-])c1=O, [Na+], C1CCOC1, O=S([O-])c1ccccc1. Yields the product COC(=O)Cn1c(C)cc(S(=O)(=O)c2ccccc2)c([N+](=O)[O-])c1=O. RXN SMILES: [CH3:1][c:2]1[cH:3][c:4]([O:17][S:18]([C:19]([F:20])([F:21])[F:22])(=[O:23])=[O:24])[c:5]([N+:14](=[O:15])[O-:16])[c:6](=[O:13])[n:7]1[CH2:8][C:9](=[O:10])[O:11][CH3:12].[Na+:34].[O:35]1[CH2:36][CH2:37][CH2:38][CH2:39]1.[c:25]1([S:31](=[O:32])[O-:33])[cH:26][cH:27][cH:28][cH:29][cH:30]1>>[CH3:1][c:2]1[cH:3][c:4]([S:31]([c:25]2[cH:26][cH:27][cH:28][cH:29][cH:30]2)(=[O:32])=[O:33])[c:5]([N+:14](=[O:15])[O-:16])[c:6](=[O:13])[n:7]1[CH2:8][C:9](=[O:10])[O:11][CH3:12]. The reactants are C(C)(=O)NC1=C(NC2=CC(=CC=C12)Cl)C(C1=CC(=CC=C1)OCC1=CC=CC=C1)=O (3-Acetylamino-2-(3-benzyloxybenzoyl)-6-chloroindole). The reagents and catalysts are [Pd] (palladium on activated carbon). The solvent is C(C)(=O)OCC (ethyl acetate), C(C)O (ethanol). Yields the product C(C)(=O)NC1=C(NC2=CC(=CC=C12)Cl)C(C1=CC(=CC=C1)O)=O (3-Acetylamino-6-chloro-2-(3-hydroxybenzoyl)indole). Yield: 39.5%. RXN SMILES: [C:1]([NH:4][C:5]1[C:13]2[C:8](=[CH:9][C:10]([Cl:14])=[CH:11][CH:12]=2)[NH:7][C:6]=1[C:15](=[O:30])[C:16]1[CH:21]=[CH:20][CH:19]=[C:18]([O:22]CC2C=CC=CC=2)[CH:17]=1)(=[O:3])[CH3:2]>[Pd].C(OCC)(=O)C.C(O)C>[C:1]([NH:4][C:5]1[C:13]2[C:8](=[CH:9][C:10]([Cl:14])=[CH:11][CH:12]=2)[NH:7][C:6]=1[C:15](=[O:30])[C:16]1[CH:21]=[CH:20][CH:19]=[C:18]([OH:22])[CH:17]=1)(=[O:3])[CH3:2]. Reported procedure: 3-Acetylamino-2-(3-benzyloxybenzoyl)-6-chloroindole (Example 44, 0.42 g, 1.0 mmol) was hydrogenolyzed in the presence of palladium on activated carbon (10%, 0.10 g) in a mixture of ethyl acetate (10 ml) and ethanol (1.0 ml) at atmospheric pressure overnight. The mixture was filtered and the filtrate was concentrated in vacuo. The residual solid was recrystallization from ethyl acetate/hexane to afford 0.13 g (40%) of the title compound as a pale yellow solid. m.p.: 130-145° C. 1H-NMR (CDCl3) δ: ... The reactants are C=CCOC1CC(C)(C)N(OCC(C)(C)O)C(C)(C)C1, CC[SiH](C)CC, CC(C)O. Yields the product CC[Si](C)(CC)CCCOC1CC(C)(C)N(OCC(C)(C)O)C(C)(C)C1. As a reaction SMILES: [CH2:1]([CH:2]=[CH2:3])[O:4][CH:5]1[CH2:6][C:7]([CH3:19])([CH3:20])[N:8]([O:13][CH2:14][C:15]([CH3:16])([CH3:17])[OH:18])[C:9]([CH3:11])([CH3:12])[CH2:10]1.[CH2:21]([CH3:22])[SiH:23]([CH3:24])[CH2:25][CH3:26].[CH:27]([OH:28])([CH3:29])[CH3:30]>>[CH2:1]([CH2:2][CH2:3][Si:23]([CH2:21][CH3:22])([CH3:24])[CH2:25][CH3:26])[O:4][CH:5]1[CH2:6][C:7]([CH3:19])([CH3:20])[N:8]([O:13][CH2:14][C:15]([CH3:16])([CH3:17])[OH:18])[C:9]([CH3:11])([CH3:12])[CH2:10]1.